From a dataset of the Open Reaction Database (ORD), a public repository of structured organic reaction records. describe an organic reaction: reactants, conditions, products, and yield The reactants are NC1CC=C(c2cnc3[nH]cc(-c4oncc4-c4cccc(F)c4F)c3c2)CC1, O=C(O)C(F)(F)F, CN(C)C=O, CS(=O)(=O)On1nnc2ccccc21. Yields the product CS(=O)(=O)NC1CC=C(c2cnc3[nH]cc(-c4oncc4-c4cccc(F)c4F)c3c2)CC1. Reaction SMILES: [F:1][c:2]1[c:3](-[c:9]2[cH:10][n:11][o:12][c:13]2-[c:14]2[cH:15][nH:16][c:17]3[n:18][cH:19][c:20]([C:23]4=[CH:24][CH2:25][CH:26]([NH2:29])[CH2:27][CH2:28]4)[cH:21][c:22]23)[cH:4][cH:5][cH:6][c:7]1[F:8].[F:44][C:45]([F:46])([F:47])[C:48]([OH:49])=[O:50].[O:51]=[CH:52][N:53]([CH3:54])[CH3:55].[n:30]1([O:39][S:40](=[O:31])(=[O:41])[CH3:43])[c:32]2[cH:33][cH:34][cH:35][cH:36][c:37]2[n:38][n:42]1>>[F:1][c:2]1[c:3](-[c:9]2[cH:10][n:11][o:12][c:13]2-[c:14]2[cH:15][nH:16][c:17]3[n:18][cH:19][c:20]([C:23]4=[CH:24][CH2:25][CH:26]([NH:29][S:40](=[O:39])(=[O:41])[CH3:43])[CH2:27][CH2:28]4)[cH:21][c:22]23)[cH:4][cH:5][cH:6][c:7]1[F:8]. Reactants: CC(C)(C)CC1NC(C(=O)Nc2ccc(C#N)cc2)C(c2cccc(Cl)c2F)C12C(=O)Nc1cc(Cl)c(F)cc12, CS(C)=O, [Na+], [OH-], OO. The product is CC(C)(C)CC1NC(C(=O)Nc2ccc(C(N)=O)cc2)C(c2cccc(Cl)c2F)C12C(=O)Nc1cc(Cl)c(F)cc12. As a reaction SMILES: [C:1](#[N:2])[c:3]1[cH:4][cH:5][c:6]([NH:9][C:10](=[O:11])[CH:12]2[CH:13]([c:33]3[c:34]([F:40])[c:35]([Cl:39])[cH:36][cH:37][cH:38]3)[C:14]3([C:15](=[O:25])[NH:16][c:17]4[cH:18][c:19]([Cl:24])[c:20]([F:23])[cH:21][c:22]43)[CH:26]([CH2:28][C:29]([CH3:30])([CH3:31])[CH3:32])[NH:27]2)[cH:7][cH:8]1.[CH3:45][S:46]([CH3:47])=[O:48].[Na+:44].[OH-:43].[OH:41][OH:42]>>[C:1]([NH2:2])([c:3]1[cH:4][cH:5][c:6]([NH:9][C:10](=[O:11])[CH:12]2[CH:13]([c:33]3[c:34]([F:40])[c:35]([Cl:39])[cH:36][cH:37][cH:38]3)[C:14]3([C:15](=[O:25])[NH:16][c:17]4[cH:18][c:19]([Cl:24])[c:20]([F:23])[cH:21][c:22]43)[CH:26]([CH2:28][C:29]([CH3:30])([CH3:31])[CH3:32])[NH:27]2)[cH:7][cH:8]1)=[O:41]. Starting materials: Cl.Cl.NCC1CCN(CC1)CCCCCC(=O)C1=C(C=CC=C1)O (4-Aminomethyl-1-(6-(2-hydroxyphenyl)-6-oxohexyl)piperidine dihydrochloride), NC1=CC(=C(C(=O)O)C=C1Cl)OC (4-amino-5-chloro-2-methoxybenzoic acid), ON1N=NC2=C1C=CC=C2 (1-hydroxybenzotriazole), C(C)N=C=NCCCN(C)C (1-ethyl-3-(3-dimethylaminopropyl)carbodiimide). Run in C(C)N(CC)CC (triethylamine). Yields the product Cl.NC1=CC(=C(C(=O)NCC2CCN(CC2)CCCCCC(=O)C2=C(C=CC=C2)O)C=C1Cl)OC (4-amino-5-chloro-2-methoxy-N-((1-(6-(2-hydroxyphenyl)-6-oxohexyl)piperidin-4-yl)methyl)benzamide hydrochloride). The yield is 107.8%. As a reaction SMILES: Cl.Cl.[NH2:3][CH2:4][CH:5]1[CH2:10][CH2:9][N:8]([CH2:11][CH2:12][CH2:13][CH2:14][CH2:15][C:16]([C:18]2[CH:23]=[CH:22][CH:21]=[CH:20][C:19]=2[OH:24])=[O:17])[CH2:7][CH2:6]1.[NH2:25][C:26]1[C:34]([Cl:35])=[CH:33][C:29]([C:30](O)=[O:31])=[C:28]([O:36][CH3:37])[CH:27]=1.ON1C2C=CC=CC=2N=N1.C(N=C=NCCCN(C)C)C>C(N(CC)CC)C>[ClH:35].[NH2:25][C:26]1[C:34]([Cl:35])=[CH:33][C:29]([C:30]([NH:3][CH2:4][CH:5]2[CH2:10][CH2:9][N:8]([CH2:11][CH2:12][CH2:13][CH2:14][CH2:15][C:16]([C:18]3[CH:23]=[CH:22][CH:21]=[CH:20][C:19]=3[OH:24])=[O:17])[CH2:7][CH2:6]2)=[O:31])=[C:28]([O:36][CH3:37])[CH:27]=1 |f:0.1.2,7.8|. Procedure details: 4-Aminomethyl-1-(6-(2-hydroxyphenyl)-6-oxohexyl)piperidine dihydrochloride (1.54 g) as a starting compound, 4-amino-5-chloro-2-methoxybenzoic acid (0.82 g), triethylamine (1.7 ml), 1-hydroxybenzotriazole (0.58 g) and 1-ethyl-3-(3-dimethylaminopropyl)carbodiimide (0.82 g) were reacted and purified in the same manner as in Example 270 to give 1.15 g of 4-amino-5-chloro-2-methoxy-N-((1-(6-(2-hydroxyphenyl)-6-oxohexyl)piperidin-4-yl)methyl)benzamide hydrochloride, m.p. 143°-145° C. Starting materials: [Br-], CC(C)C[Mg+], Cl, O=C(O)C1CCC(C(F)(F)F)CC1. Product: O=CC1CCC(C(F)(F)F)CC1. RXN SMILES: [Br-:14].[CH2:15]([Mg+:16])[CH:17]([CH3:18])[CH3:19].[ClH:20].[F:1][C:2]([CH:3]1[CH2:4][CH2:5][CH:6]([C:9](=[O:10])[OH:11])[CH2:7][CH2:8]1)([F:12])[F:13]>>[F:1][C:2]([CH:3]1[CH2:4][CH2:5][CH:6]([CH:9]=[O:10])[CH2:7][CH2:8]1)([F:12])[F:13]. The reactants are C(C(=O)O)(=O)O (oxalic acid), ClCCCCOC1=C2C=CNC2=CC=C1 (1-chloro-4-(4-indolyloxy)butane), C1=C(C=CC2=CC=CC=C12)C1CCNCC1 (4-(2-naphthyl)piperidine), C([O-])([O-])=O.[K+].[K+] (potassium carbonate). Solvent: C(C)(=O)OCC (ethyl acetate), C(C)#N (acetonitrile), C(C)(=O)OCC (ethyl acetate). Product: C(C(=O)O)(=O)O.N1C=CC2=C(C=CC=C12)OCCCCN1CCC(CC1)C1=CC2=CC=CC=C2C=C1 (1-(4-indolyloxy)-4-(4-(2-naphthyl)-piperidin-1-yl)butane ethanedioate). RXN SMILES: Cl[CH2:2][CH2:3][CH2:4][CH2:5][O:6][C:7]1[CH:15]=[CH:14][CH:13]=[C:12]2[C:8]=1[CH:9]=[CH:10][NH:11]2.[CH:16]1[C:25]2[C:20](=[CH:21][CH:22]=[CH:23][CH:24]=2)[CH:19]=[CH:18][C:17]=1[CH:26]1[CH2:31][CH2:30][NH:29][CH2:28][CH2:27]1.C(=O)([O-])[O-].[K+].[K+].[C:38]([OH:43])(=[O:42])[C:39]([OH:41])=[O:40]>C(#N)C.C(OCC)(=O)C>[C:38]([OH:43])(=[O:42])[C:39]([OH:41])=[O:40].[NH:11]1[C:12]2[C:8](=[C:7]([O:6][CH2:5][CH2:4][CH2:3][CH2:2][N:29]3[CH2:30][CH2:31][CH:26]([C:17]4[CH:18]=[CH:19][C:20]5[C:25](=[CH:24][CH:23]=[CH:22][CH:21]=5)[CH:16]=4)[CH2:27][CH2:28]3)[CH:15]=[CH:14][CH:13]=2)[CH:9]=[CH:10]1 |f:2.3.4,8.9|. Procedure details: A solution of 1-chloro-4-(4-indolyloxy)butane (prepared from 4-hydroxy-1H-indole and 1-bromo-4-chlorobutane), 4-(2-naphthyl)piperidine and 3 equivalents of potassium carbonate in acetonitrile was heated at reflux for 12 h. The mixture was cooled and diluted with ethyl acetate, and the organic layer was separated and washed with brine. The crude residue was purified by silica gel chromatography (dichloromethane/5% methanol in dichloromethane gradient eluent). The resulting free base was dissolved... The reactants are CN1C(C=2C=CC=NC2C=C1C1=CC=C(C=C1)OCC1CO1)=O (6-methyl-7-[4-(2,3-epoxypropoxy)-phenyl]-1,6-naphthyridin-5(6H)-one), C(C)(C)N (isopropylamine). Yields the product CN1C(C=2C=CC=NC2C=C1C1=CC=C(C=C1)OCC(CNC(C)C)O)=O (6-Methyl-7-[4-(2-hydroxy-3-isopropylamino-propoxy)-phenyl]-1,6-naphthyridin-5(6H)-one). Isolated yield 92.0%. RXN SMILES: [CH3:1][N:2]1[C:11]([C:12]2[CH:17]=[CH:16][C:15]([O:18][CH2:19][CH:20]3[O:22][CH2:21]3)=[CH:14][CH:13]=2)=[CH:10][C:9]2[N:8]=[CH:7][CH:6]=[CH:5][C:4]=2[C:3]1=[O:23].[CH:24]([NH2:27])([CH3:26])[CH3:25]>>[CH3:1][N:2]1[C:11]([C:12]2[CH:17]=[CH:16][C:15]([O:18][CH2:19][CH:20]([OH:22])[CH2:21][NH:27][CH:24]([CH3:26])[CH3:25])=[CH:14][CH:13]=2)=[CH:10][C:9]2[N:8]=[CH:7][CH:6]=[CH:5][C:4]=2[C:3]1=[O:23]. Procedure details: 6-Methyl-7-[4-(2-hydroxy-3-isopropylamino-propoxy)-phenyl]-1,6-naphthyridin-5(6H)-one was prepared analogous to Example 1b from 6-methyl-7-[4-(2,3-epoxypropoxy)-phenyl]-1,6-naphthyridin-5(6H)-one and isopropylamine. Starting materials: C(C1=CC=CC=C1)(=O)N1C[C@@H]2N(CCO[C@@H]2C1)CC1=CC=CC=C1 (cis-8-benzoyl-5-benzyl-2-oxa-5,8-diazabicyclo[4.3.0]nonane), Cl (hydrochloric acid). Run in O (water). Product: C(C1=CC=CC=C1)N1CCO[C@@H]2CNC[C@H]12 (cis-5-Benzyl-2-oxa-5,8-diazabicyclo[4.3.0]nonane). RXN SMILES: C([N:9]1[CH2:17][C@@H:16]2[C@@H:11]([N:12]([CH2:18][C:19]3[CH:24]=[CH:23][CH:22]=[CH:21][CH:20]=3)[CH2:13][CH2:14][O:15]2)[CH2:10]1)(=O)C1C=CC=CC=1.Cl>O>[CH2:18]([N:12]1[C@@H:11]2[C@@H:16]([CH2:17][NH:9][CH2:10]2)[O:15][CH2:14][CH2:13]1)[C:19]1[CH:24]=[CH:23][CH:22]=[CH:21][CH:20]=1. Reported procedure: 91 g (0.265 mol) of cis-8-benzoyl-5-benzyl-2-oxa-5,8-diazabicyclo[4.3.0]nonane with 200 ml of concentrated hydrochloric acid and 140 ml of water are heated under reflux overnight. After cooling, the benzoic acid is filtered off with suction, the solution is reduced to half the volume and made alkaline with potassium carbonate and extracted with chloroform, the extract is dried over potassium carbonate, concentrated and distilled. Starting materials: COc1ccc(-c2n[nH]c3c(Cl)cccc23)cc1, [H-], CC(C)I, [Na+]. Product: COc1ccc(-c2nn(C(C)C)c3c(Cl)cccc23)cc1. As a reaction SMILES: [Cl:1][c:2]1[cH:3][cH:4][cH:5][c:6]2[c:7](-[c:11]3[cH:12][cH:13][c:14]([O:17][CH3:18])[cH:15][cH:16]3)[n:8][nH:9][c:10]12.[H-:19].[I:21][CH:22]([CH3:23])[CH3:24].[Na+:20]>>[Cl:1][c:2]1[cH:3][cH:4][cH:5][c:6]2[c:7](-[c:11]3[cH:12][cH:13][c:14]([O:17][CH3:18])[cH:15][cH:16]3)[n:8][n:9]([CH:22]([CH3:23])[CH3:24])[c:10]12. Reactants: CCOC(C)=O, CO, Cl, CC(C)(C)OC(=O)Nc1cn(-c2ccccc2)nc1NC(=O)c1ccc(C(C(=O)Nc2ccccc2)C(=O)Nc2ccccc2)cc1, C1COCCO1. Yields the product Nc1cn(-c2ccccc2)nc1NC(=O)c1ccc(C(C(=O)Nc2ccccc2)C(=O)Nc2ccccc2)cc1. As a reaction SMILES: [CH3:49][CH2:50][O:51][C:52](=[O:53])[CH3:54].[CH3:55][OH:56].[ClH:48].[NH:1]([c:2]1[cH:3][cH:4][cH:5][cH:6][cH:7]1)[C:8]([CH:9]([C:10](=[O:11])[NH:12][c:13]1[cH:14][cH:15][cH:16][cH:17][cH:18]1)[c:19]1[cH:20][cH:21][c:22]([C:23](=[O:24])[NH:25][c:26]2[n:27][n:28](-[c:39]3[cH:40][cH:41][cH:42][cH:43][cH:44]3)[cH:29][c:30]2[NH:31][C:32](=[O:33])[O:34][C:35]([CH3:36])([CH3:37])[CH3:38])[cH:45][cH:46]1)=[O:47].[O:57]1[CH2:58][CH2:59][O:60][CH2:61][CH2:62]1>>[NH:1]([c:2]1[cH:3][cH:4][cH:5][cH:6][cH:7]1)[C:8]([CH:9]([C:10](=[O:11])[NH:12][c:13]1[cH:14][cH:15][cH:16][cH:17][cH:18]1)[c:19]1[cH:20][cH:21][c:22]([C:23](=[O:24])[NH:25][c:26]2[n:27][n:28](-[c:39]3[cH:40][cH:41][cH:42][cH:43][cH:44]3)[cH:29][c:30]2[NH2:31])[cH:45][cH:46]1)=[O:47]. The solvent is CO (methanol), CO (methanol). As a reaction SMILES: [OH:1][C:2]1[CH:11]=[C:10]2[C:5]([CH2:6][CH2:7][NH:8][CH:9]2[CH2:12][C:13]2[CH:18]=[CH:17][C:16]([O:19][CH3:20])=[C:15]([O:21][CH3:22])[CH:14]=2)=[CH:4][C:3]=1[O:23][CH3:24].[C:25]([NH:28][C@H:29]([C:34]([OH:36])=[O:35])[CH2:30][CH:31]([CH3:33])[CH3:32])(=[O:27])[CH3:26]>CO>[C:25]([NH:28][C@H:29]([C:34]([O-:36])=[O:35])[CH2:30][CH:31]([CH3:32])[CH3:33])(=[O:27])[CH3:26].[OH:1][C:2]1[CH:11]=[C:10]2[C:5]([CH2:6][CH2:7][NH:8][CH:9]2[CH2:12][C:13]2[CH:18]=[CH:17][C:16]([O:19][CH3:20])=[C:15]([O:21][CH3:22])[CH:14]=2)=[CH:4][C:3]=1[O:23][CH3:24]. Reported procedure: 18.9 g. (57.4 mmol) (±)-7-Hydroxy-6-methoxy-1-(3,4-dimethoxybenzyl)-1,2,3,4-tetrahydroisoquinoline are dissolved at 60° C. in 70 ml. methanol and mixed with a solution of 9.94 g. (57.4 mmol) N-acetyl-L-leucine in 50 ml. methanol, also heated to 60° C. The solution obtained is concentrated by evaporating in a vacuum. After the addition of isopropanol/diethyl ether and recrystallisation from the same solvent mixture, there is obtained the N-acetyl-L-leucinate of (-)-7-hydroxy-6-methoxy-1-(3,4-dime... The product is C(C)(=O)N[C@@H](CC(C)C)C(=O)[O-] (N-acetyl-L-leucinate), OC1=C(C=C2CCNC(C2=C1)CC1=CC(=C(C=C1)OC)OC)OC ((-)-7-hydroxy-6-methoxy-1-(3,4-dimethoxybenzyl)-1,2,3,4-tetrahydroisoquinoline). Starting materials: OC1=C(C=C2CCNC(C2=C1)CC1=CC(=C(C=C1)OC)OC)OC ((±)-7-Hydroxy-6-methoxy-1-(3,4-dimethoxybenzyl)-1,2,3,4-tetrahydroisoquinoline), C(C)(=O)N[C@@H](CC(C)C)C(=O)O (N-acetyl-L-leucine).